Dataset: the Open Reaction Database (ORD), a public repository of structured organic reaction records. Task: describe an organic reaction: reactants, conditions, products, and yield Run at time 48 hour. RXN SMILES: [NH2:1][CH:2]1[CH2:8][CH2:7][C:6]2[CH:9]=[CH:10][CH:11]=[CH:12][C:5]=2[NH:4][C:3]1=[O:13].[CH2:14]([CH2:21][C:22](=O)[C:23]([OH:25])=[O:24])[C:15]1[CH:20]=[CH:19][CH:18]=[CH:17][CH:16]=1.C([BH3-])#N.[Na+].Cl>CO>[C:23]([CH:22]([NH:1][CH:2]1[CH2:8][CH2:7][C:6]2[CH:9]=[CH:10][CH:11]=[CH:12][C:5]=2[NH:4][C:3]1=[O:13])[CH2:21][CH2:14][C:15]1[CH:20]=[CH:19][CH:18]=[CH:17][CH:16]=1)([OH:25])=[O:24] |f:2.3|. Reactants: Cl (hydrochloric acid), NC1C(NC2=C(CC1)C=CC=C2)=O (3-amino-2,3,4,5-tetrahydro-1H-[1]benzazepin-2-one), C(C1=CC=CC=C1)CC(C(=O)O)=O (benzylpyruvic acid), C(#N)[BH3-].[Na+] (Sodium cyanoborohydride). Procedure: A solution of 3-amino-2,3,4,5-tetrahydro-1H-[1]benzazepin-2-one (8.0 g) and benzylpyruvic acid (18.0 g) in methanol (450 ml) was stirred at room temperature under nitrogen for 30 minutes. Sodium cyanoborohydride (4.5 g) was added, and the resulting solution stirred at room temperature for 48 hours. Concentrated hydrochloric acid (7 ml) was added dropwise during 10 minutes and stirring was maintained for an additional 1 hour. The reaction mixture was evaporated to dryness, dichloromethane (150 ml... The solvent is CO (methanol). Yields the product C(=O)(O)C(CCC1=CC=CC=C1)NC1C(NC2=C(CC1)C=CC=C2)=O (3-(1-carboxy-3-phenylpropylamino)-2,3,4,5-tetrahydro-1H-[1]benzazepin-2-one). Reactants: CCc1cccc(N(Cc2nc(-c3ccccc3)nn2C)c2ccc(C#N)cc2)c1, N#Cc1ccc(N)cc1F. The product is CCc1cccc(N(Cc2nc(-c3ccccc3)nn2C)c2ccc(C#N)c(F)c2)c1. RXN SMILES: [CH2:1]([CH3:2])[c:3]1[cH:4][c:5]([N:9]([c:10]2[cH:11][cH:12][c:13]([C:14]#[N:15])[cH:16][cH:17]2)[CH2:18][c:19]2[n:20]([CH3:30])[n:21][c:22](-[c:24]3[cH:25][cH:26][cH:27][cH:28][cH:29]3)[n:23]2)[cH:6][cH:7][cH:8]1.[NH2:31][c:32]1[cH:33][cH:34][c:35]([C:36]#[N:37])[c:38]([F:40])[cH:39]1>>[CH2:1]([CH3:2])[c:3]1[cH:4][c:5]([N:9]([c:10]2[cH:11][c:12]([F:40])[c:13]([C:14]#[N:15])[cH:16][cH:17]2)[CH2:18][c:19]2[n:20]([CH3:30])[n:21][c:22](-[c:24]3[cH:25][cH:26][cH:27][cH:28][cH:29]3)[n:23]2)[cH:6][cH:7][cH:8]1. The reactants are F[B-](F)(F)F, CN(C)C=O, O=C(O)c1cc2cc(C(=O)N3CCN(C4CCCC4)CC3)ccc2[nH]1, CCN(C(C)C)C(C)C, Cl, FC1CCCNC1, CN(C)C(On1nnc2ccccc21)=[N+](C)C. Yields the product O=C(c1ccc2[nH]c(C(=O)N3CCCC(F)C3)cc2c1)N1CCN(C2CCCC2)CC1. Reaction SMILES: [B-:27]([F:28])([F:29])([F:30])[F:31].[CH3:65][N:66]([CH3:67])[CH:68]=[O:69].[CH:1]1([N:6]2[CH2:7][CH2:8][N:9]([C:12](=[O:13])[c:14]3[cH:15][c:16]4[cH:17][c:18]([C:23](=[O:24])[OH:25])[nH:19][c:20]4[cH:21][cH:22]3)[CH2:10][CH2:11]2)[CH2:2][CH2:3][CH2:4][CH2:5]1.[CH:56]([N:57]([CH2:58][CH3:59])[CH:60]([CH3:61])[CH3:62])([CH3:63])[CH3:64].[ClH:26].[F:49][CH:50]1[CH2:51][NH:52][CH2:53][CH2:54][CH2:55]1.[n:32]1([O:33][C:34]([N:35]([CH3:36])[CH3:37])=[N+:38]([CH3:39])[CH3:40])[c:41]2[cH:42][cH:43][cH:44][cH:45][c:46]2[n:47][n:48]1>>[CH:1]1([N:6]2[CH2:7][CH2:8][N:9]([C:12](=[O:13])[c:14]3[cH:15][c:16]4[cH:17][c:18]([C:23](=[O:25])[N:52]5[CH2:51][CH:50]([F:49])[CH2:55][CH2:54][CH2:53]5)[nH:19][c:20]4[cH:21][cH:22]3)[CH2:10][CH2:11]2)[CH2:2][CH2:3][CH2:4][CH2:5]1. Reactants: [H-].[Na+] (Sodium hydride), C(C1=CC=CC=C1)O (benzyl alcohol), Br.ClC1=CC=CC=2N1C(=C(N2)C)C (5-chloro-2,3-dimethylimidazo[1,2-a]pyridine hydrobromide). Run in CN(C=O)C (dimethylformamide). Run at time 2 hour. Yields the product C1(=CC=CC=C1)COC1=CC=CC=2N1C(=C(N2)C)C (5-Phenylmethoxy-2,3-dimethylimidazo[1,2-a]pyridine). Reaction SMILES: [H-].[Na+].[CH2:3]([OH:10])[C:4]1[CH:9]=[CH:8][CH:7]=[CH:6][CH:5]=1.Br.Cl[C:13]1[N:18]2[C:19]([CH3:23])=[C:20]([CH3:22])[N:21]=[C:17]2[CH:16]=[CH:15][CH:14]=1>CN(C)C=O>[C:4]1([CH2:3][O:10][C:13]2[N:18]3[C:19]([CH3:23])=[C:20]([CH3:22])[N:21]=[C:17]3[CH:16]=[CH:15][CH:14]=2)[CH:9]=[CH:8][CH:7]=[CH:6][CH:5]=1 |f:0.1,3.4|. Procedure details: Sodium hydride (50% in oil, 4.8 g) is added to a solution of benzyl alcohol(6.48 g) in dimethylformamide (200 ml). 5-chloro-2,3-dimethylimidazo[1,2-a]pyridine hydrobromide (10.5 g) is addedand the mixture is stirred at room temperature for two hours.